describe an organic reaction: reactants, conditions, products, and yield From a dataset of the Open Reaction Database (ORD), a public repository of structured organic reaction records. Reactants: O (water), Cl.FC=1C=CC(=NC1)[C@H](C)N ((S)-1-(5-Fluoropyridin-2-yl)ethanamine hydrochloride), CCN(C(C)C)C(C)C (N,N′-diisopropylethylamine), ClC1=NC(=CC(=N1)Cl)Cl (2,4,6-trichloropyrimidine). Solvent: C(C)O (ethanol). Conditions: temperature 80 celsius. Yields the product ClC1=NC(=CC(=N1)N[C@@H](C)C1=NC=C(C=C1)F)Cl (2,6-Dichloro-N-[(1S)-1-(5-fluoropyridin-2-yl)ethyl]pyrimidin-4-amine). Yield: 56.2%. As a reaction SMILES: Cl.[F:2][C:3]1[CH:4]=[CH:5][C:6]([C@@H:9]([NH2:11])[CH3:10])=[N:7][CH:8]=1.CCN(C(C)C)C(C)C.[Cl:21][C:22]1[N:27]=[C:26](Cl)[CH:25]=[C:24]([Cl:29])[N:23]=1.O>C(O)C>[Cl:21][C:22]1[N:27]=[C:26]([NH:11][C@H:9]([C:6]2[CH:5]=[CH:4][C:3]([F:2])=[CH:8][N:7]=2)[CH3:10])[CH:25]=[C:24]([Cl:29])[N:23]=1 |f:0.1|. Procedure details: (S)-1-(5-Fluoropyridin-2-yl)ethanamine hydrochloride (prepared as described in WO2006/123113, 1.05 g, 4.91 mmol) and N,N′-diisopropylethylamine (2.80 mL, 16.36 mmol) were added to a solution of 2,4,6-trichloropyrimidine (0.75 g, 4.09 mmol) in ethanol (15 mL) and the resulting mixture was stirred and heated to 80° C. in a sealed tube for 1 hour. After cooling to ambient temperature, water was added and the resulting mixture was extracted with ethyl acetate (×3). The combined organic layers were w... Starting materials: O.O.[I-].[Li+] (lithium iodide dihydrate), C(=O)(OC)C1=C(SC(=C1)C)NC(C(C)C)=O (N-(3-Carbomethoxy-5-methyl-2-thienyl)-2-methylpropanamide), Cl (hydrochloric acid), CCOCC (ether). Yields the product CC1=CC=C(S1)NC(C(C)C)=O (N-(5-Methyl-2-thienyl)-2-methylpropanamide). Isolated yield 86.7%. Solvent: N1=C(C=C(C=C1C)C)C (collidine), N1=C(C=C(C=C1C)C)C (collidine). RXN SMILES: C([C:5]1[CH:9]=[C:8]([CH3:10])[S:7][C:6]=1[NH:11][C:12](=[O:16])[CH:13]([CH3:15])[CH3:14])(OC)=O.O.O.[I-].[Li+].CCOCC.Cl>N1C(C)=CC(C)=CC=1C>[CH3:10][C:8]1[S:7][C:6]([NH:11][C:12](=[O:16])[CH:13]([CH3:14])[CH3:15])=[CH:5][CH:9]=1 |f:1.2.3.4|. Procedure details: N-(3-Carbomethoxy-5-methyl-2-thienyl)-2-methylpropanamide (4.1 g, 0.017 mol), prepared by the method of Example 48, was dissolved in hot collidine (10 ml) and added to a mixture of lithium iodide dihydrate (10.1 g, 0.06 mol) in collidine (20 ml) kept under nitrogen. The reaction mixture was stirred under reflux for 48 hours, cooled and equilibrated between ether (3×50 ml) and 5 N-hydrochloric acid (50 ml). The ethereal solution was washed with water (25 ml), dried (Na2SO4) and evaporated to yiel... Reactants: C1COCCN1, ClCCl, COC(=O)c1c(Br)csc1NC(=O)OCC1c2ccccc2-c2ccccc21. The product is COC(=O)c1c(Br)csc1N. Reaction SMILES: [CH2:32]1[NH:33][CH2:34][CH2:35][O:36][CH2:37]1.[Cl:29][CH2:30][Cl:31].[cH:1]1[c:2]2[c:14]([cH:15][cH:16][cH:17]1)-[c:9]1[c:8]([cH:13][cH:12][cH:11][cH:10]1)[CH:3]2[CH2:4][O:5][C:6](=[O:7])[NH:18][c:19]1[s:20][cH:21][c:22]([Br:28])[c:23]1[C:24](=[O:25])[O:26][CH3:27]>>[NH2:18][c:19]1[s:20][cH:21][c:22]([Br:28])[c:23]1[C:24](=[O:25])[O:26][CH3:27]. Reactants: C(C)OC1=CC=C(C=C1)C=1C=CC2=C(C=C(CCN2C=O)C(=O)O)C1 (7-(4-ethoxyphenyl)-1-formyl-2,3-dihydro-1H-1-benzazepine-4-carboxylic acid), CN(C)C=O (DMF), S(=O)(Cl)Cl (thionyl chloride). Run at time 8 hour. Product: C(C)OC1=CC=C(C=C1)C=1C=CC2=C(C=C(CCN2C=O)C(=O)NC2=CC=C(C=C2)CN(C2CCOCC2)C)C1 (7-(4-ethoxyphenyl)-1-formyl-N-[4-[[N-methyl-N-(tetrahydro-2H-pyran-4-yl)amino]methyl]phenyl]-2,3-dihydro-1H-1-benzazepine-4-carboxamide). RXN SMILES: [CH2:1]([O:3][C:4]1[CH:9]=[CH:8][C:7]([C:10]2[CH:11]=[CH:12][C:13]3[N:19]([CH:20]=[O:21])[CH2:18][CH2:17][C:16]([C:22](O)=[O:23])=[CH:15][C:14]=3[CH:25]=2)=[CH:6][CH:5]=1)[CH3:2].S(Cl)(Cl)=O.[CH3:30][N:31]([CH:33]=O)[CH3:32]>>[CH2:1]([O:3][C:4]1[CH:9]=[CH:8][C:7]([C:10]2[CH:11]=[CH:12][C:13]3[N:19]([CH:20]=[O:21])[CH2:18][CH2:17][C:16]([C:22]([NH:19][C:13]4[CH:14]=[CH:25][C:10]([CH2:33][N:31]([CH3:30])[CH:32]5[CH2:5][CH2:4][O:3][CH2:1][CH2:2]5)=[CH:11][CH:12]=4)=[O:23])=[CH:15][C:14]=3[CH:25]=2)=[CH:6][CH:5]=1)[CH3:2]. Procedure details: In DMF (5 ml) was dissolved 7-(4-ethoxyphenyl)-1-formyl-2,3-dihydro-1H-1-benzazepine-4-carboxylic acid (0.2 g). To the solution was added, under ice-cooling, thionyl chloride (0.11 ml), and the mixture was stirred at room temperature for 30 minutes. Under reduced pressure, the solvent was evaporated, and the residue was suspended in THF (15 ml). The suspension was added dropwise to a solution of 4-[N-methyl-N-(tetrahydro-2H-pyran-4-yl)aminomethyl]aniline (0.15 g) and triethylamine (0.41 ml) in T... Starting materials: C1COCCO1, COC(=O)C(CC(=O)O)CC(C)C, [Li+], [OH-], O, O. Product: CC(C)CC(CC(=O)O)C(=O)O. Reaction SMILES: [CH2:18]1[O:19][CH2:20][CH2:21][O:22][CH2:23]1.[CH3:4][O:5][C:6]([CH:7]([CH2:8][C:9](=[O:10])[OH:11])[CH2:12][CH:13]([CH3:14])[CH3:15])=[O:16].[Li+:3].[OH-:2].[OH2:17].[OH2:1]>>[O:5]=[C:6]([CH:7]([CH2:8][C:9](=[O:10])[OH:11])[CH2:12][CH:13]([CH3:14])[CH3:15])[OH:16].